This data is from the Open Reaction Database (ORD), a public repository of structured organic reaction records. The task is: describe an organic reaction: reactants, conditions, products, and yield The product is CC1(C)OC(=O)N(C(=O)c2cccc3ccccc23)C1=O. Reaction SMILES: [CH3:24][CH2:25][O:26][C:27](=[O:28])[CH3:29].[CH3:2][C:3]1([CH3:10])[C:4](=[O:9])[NH:5][C:6](=[O:8])[O:7]1.[K:1].[O:30]1[CH2:31][CH2:32][CH2:33][CH2:34]1.[c:11]1([C:21](=[O:22])[Cl:23])[cH:12][cH:13][cH:14][c:15]2[cH:16][cH:17][cH:18][cH:19][c:20]12>>[CH3:2][C:3]1([CH3:10])[C:4](=[O:9])[N:5]([C:21]([c:11]2[cH:12][cH:13][cH:14][c:15]3[cH:16][cH:17][cH:18][cH:19][c:20]23)=[O:22])[C:6](=[O:8])[O:7]1. Reactants: CCOC(C)=O, CC1(C)OC(=O)NC1=O, [K], C1CCOC1, O=C(Cl)c1cccc2ccccc12.